Dataset: the Open Reaction Database (ORD), a public repository of structured organic reaction records. Task: describe an organic reaction: reactants, conditions, products, and yield Starting materials: C1CCOC1, CC1(C)C(C(=O)c2cn(CC3CCOCC3)c3ccc(OCCCCN=[N+]=[N-])cc23)C1(C)C, O, c1ccc(P(c2ccccc2)c2ccccc2)cc1. Yields the product CC1(C)C(C(=O)c2cn(CC3CCOCC3)c3ccc(OCCCCN)cc23)C1(C)C. RXN SMILES: [CH2:53]1[O:54][CH2:55][CH2:56][CH2:57]1.[N:1](=[N+:2]=[N-:3])[CH2:4][CH2:5][CH2:6][CH2:7][O:8][c:9]1[cH:10][c:11]2[c:12]([C:25](=[O:26])[CH:27]3[C:28]([CH3:32])([CH3:33])[C:29]3([CH3:30])[CH3:31])[cH:13][n:14]([CH2:18][CH:19]3[CH2:20][CH2:21][O:22][CH2:23][CH2:24]3)[c:15]2[cH:16][cH:17]1.[OH2:58].[c:34]1([P:35]([c:36]2[cH:37][cH:38][cH:39][cH:40][cH:41]2)[c:42]2[cH:43][cH:44][cH:45][cH:46][cH:47]2)[cH:48][cH:49][cH:50][cH:51][cH:52]1>>[NH2:1][CH2:4][CH2:5][CH2:6][CH2:7][O:8][c:9]1[cH:10][c:11]2[c:12]([C:25](=[O:26])[CH:27]3[C:28]([CH3:32])([CH3:33])[C:29]3([CH3:30])[CH3:31])[cH:13][n:14]([CH2:18][CH:19]3[CH2:20][CH2:21][O:22][CH2:23][CH2:24]3)[c:15]2[cH:16][cH:17]1. The reactants are C[Si](C)(C)CCOCn1cc(-c2ccc3nnc(S)n3n2)cn1, CCN(C(C)C)C(C)C, O=S(=O)(Oc1ccc2ncccc2c1)C(F)(F)F, CN(C)C=O, O=C(C=Cc1ccccc1)C=Cc1ccccc1, O=C(C=Cc1ccccc1)C=Cc1ccccc1, O=C(C=Cc1ccccc1)C=Cc1ccccc1, [Pd], [Pd]. The product is C[Si](C)(C)CCOCn1cc(-c2ccc3nnc(Sc4ccc5ncccc5c4)n3n2)cn1. Reaction SMILES: [CH3:28][Si:29]([CH2:30][CH2:31][O:32][CH2:33][n:34]1[n:35][cH:36][c:37](-[c:39]2[cH:40][cH:41][c:42]3[n:43]([n:44]2)[c:45]([SH:48])[n:46][n:47]3)[cH:38]1)([CH3:49])[CH3:50].[CH:19]([N:20]([CH:21]([CH3:22])[CH3:23])[CH2:24][CH3:25])([CH3:26])[CH3:27].[F:1][C:2]([F:3])([F:4])[S:5]([O:6][c:7]1[cH:8][c:9]2[cH:10][cH:11][cH:12][n:13][c:14]2[cH:15][cH:16]1)(=[O:17])=[O:18].[O:51]=[CH:52][N:53]([CH3:54])[CH3:55].[O:58]=[C:59]([CH:60]=[CH:61][c:62]1[cH:63][cH:64][cH:65][cH:66][cH:67]1)[CH:68]=[CH:69][c:70]1[cH:71][cH:72][cH:73][cH:74][cH:75]1.[O:76]=[C:77]([CH:78]=[CH:79][c:80]1[cH:81][cH:82][cH:83][cH:84][cH:85]1)[CH:86]=[CH:87][c:88]1[cH:89][cH:90][cH:91][cH:92][cH:93]1.[O:94]=[C:95]([CH:96]=[CH:97][c:98]1[cH:99][cH:100][cH:101][cH:102][cH:103]1)[CH:104]=[CH:105][c:106]1[cH:107][cH:108][cH:109][cH:110][cH:111]1.[Pd:56].[Pd:57]>>[c:7]1([S:48][c:45]2[n:43]3[c:42]([cH:41][cH:40][c:39](-[c:37]4[cH:36][n:35][n:34]([CH2:33][O:32][CH2:31][CH2:30][Si:29]([CH3:28])([CH3:49])[CH3:50])[cH:38]4)[n:44]3)[n:47][n:46]2)[cH:8][c:9]2[cH:10][cH:11][cH:12][n:13][c:14]2[cH:15][cH:16]1. Starting materials: N1N=C(C=C1)B(O)O (1H-pyrazol-3-ylboronic acid), BrC1=CC=C(C=C1)NC(=O)N1CC2=CC=CC=C2C1 (N-(4-bromophenyl)isoindoline-2-carboxamide), BrC=1C=C2CN(CC2=CC1)C(=O)NC1=CC=C(C=C1)C(NCCC)=O (5-bromo-N-(4-(propylcarbamoyl)phenyl)isoindoline-2-carboxamide). The product is C(C1=CC=CC=C1)N(C/C=C/C1=CC=C(C=C1)NC(=O)N1CC2=CC=CC=C2C1)C (N-(4-{(1E)-3-[benzyl(methyl)amino]prop-1-en-1-yl}-phenyl)-1,3-dihydro-2H-isoindole-2-carboxamide). RXN SMILES: N1C=C[C:3](B(O)O)=N1.Br[C:10]1[CH:15]=[CH:14][C:13]([NH:16][C:17]([N:19]2[CH2:27][C:26]3[C:21](=[CH:22][CH:23]=[CH:24][CH:25]=3)[CH2:20]2)=[O:18])=[CH:12][CH:11]=1.BrC1C=C2C(=CC=1)CN(C(N[C:41]1[CH:46]=[CH:45][C:44]([C:47](=O)[NH:48][CH2:49][CH2:50][CH3:51])=[CH:43][CH:42]=1)=O)C2>>[CH2:47]([N:48]([CH3:3])[CH2:49]/[CH:50]=[CH:51]/[C:10]1[CH:15]=[CH:14][C:13]([NH:16][C:17]([N:19]2[CH2:27][C:26]3[C:21](=[CH:22][CH:23]=[CH:24][CH:25]=3)[CH2:20]2)=[O:18])=[CH:12][CH:11]=1)[C:44]1[CH:43]=[CH:42][CH:41]=[CH:46][CH:45]=1. Procedure: The title compound was prepared as described in Example 280, substituting (E)-N-benzyl-N-methyl-3-(4,4,5,5-tetramethyl-1,3,2-dioxaborolan-2-yl)prop-2-en-1-amine for 1H-pyrazol-3-ylboronic acid and N-(4-bromophenyl)isoindoline-2-carboxamide for 5-bromo-N-(4-(propylcarbamoyl)phenyl)isoindoline-2-carboxamide. 1H NMR (400 MHz, DMSO-d6, Temp=90° C.) δ ppm 8.12 (s, 1H), 7.52 (m, 2H), 7.37-7.18 (m, 11H), 6.48 (d, J=15.8 Hz, 1H), 6.18 (dt, J=15.8, 6.5 Hz, 1H), 4.77 (s, 4H), 3.53 (s, 2H), 3.15 (dd, J=6.5... The product is O=C1C2CCCC2N(C(=O)CNCc2ccccc2)c2ccccc2N1Cc1ccccc1. RXN SMILES: [C:35](=[O:36])([O-:37])[O-:38].[CH2:1]([c:2]1[cH:3][cH:4][cH:5][cH:6][cH:7]1)[N:8]1[c:9]2[c:10]([cH:23][cH:24][cH:25][cH:26]2)[N:11]([C:19]([CH2:20][Cl:21])=[O:22])[CH:12]2[CH:13]([C:14]1=[O:15])[CH2:16][CH2:17][CH2:18]2.[CH3:41][CH2:42][OH:43].[K+:39].[K+:40].[NH2:27][CH2:28][c:29]1[cH:30][cH:31][cH:32][cH:33][cH:34]1>>[CH2:1]([c:2]1[cH:3][cH:4][cH:5][cH:6][cH:7]1)[N:8]1[c:9]2[c:10]([cH:23][cH:24][cH:25][cH:26]2)[N:11]([C:19]([CH2:20][NH:27][CH2:28][c:29]2[cH:30][cH:31][cH:32][cH:33][cH:34]2)=[O:22])[CH:12]2[CH:13]([C:14]1=[O:15])[CH2:16][CH2:17][CH2:18]2. The reactants are O=C([O-])[O-], O=C1C2CCCC2N(C(=O)CCl)c2ccccc2N1Cc1ccccc1, CCO, [K+], [K+], NCc1ccccc1. The reactants are COC=1N=C2C(=CC=NC2=CC1)N1CC(CC1)NCCN (N1-[1-(6-Methoxy-[1,5]naphthyridin-4-yl)-pyrrolidin-3-yl]-ethane-1,2-diamine), FC(C(=O)OCC)(F)F (ethyl trifluoroacetate). Run in C1CCOC1 (THF). Run at time 1.5 hour. Yields the product FC(C(=O)NCCNC1CN(CC1)C1=CC=NC2=CC=C(N=C12)OC)(F)F (2,2,2-trifluoro-N-[2-({1-[6-(methyloxy)-1,5-naphthyridin-4-yl]-3-pyrrolidinyl}amino)ethyl]acetamide). RXN SMILES: [CH3:1][O:2][C:3]1[N:4]=[C:5]2[C:10](=[CH:11][CH:12]=1)[N:9]=[CH:8][CH:7]=[C:6]2[N:13]1[CH2:17][CH2:16][CH:15]([NH:18][CH2:19][CH2:20][NH2:21])[CH2:14]1.[F:22][C:23]([F:30])([F:29])[C:24](OCC)=[O:25]>C1COCC1>[F:22][C:23]([F:30])([F:29])[C:24]([NH:21][CH2:20][CH2:19][NH:18][CH:15]1[CH2:16][CH2:17][N:13]([C:6]2[C:5]3[C:10](=[CH:11][CH:12]=[C:3]([O:2][CH3:1])[N:4]=3)[N:9]=[CH:8][CH:7]=2)[CH2:14]1)=[O:25]. Procedure: To a solution of N1-[1-(6-Methoxy-[1,5]naphthyridin-4-yl)-pyrrolidin-3-yl]-ethane-1,2-diamine (1.3 g, 4.53 mmol) in THF (50 mL) at 0° C. was slowly added ethyl trifluoroacetate (1.19 mL, 4.53 mmol). The solution was stirred for 1.5 h and concentrated. The resulting solid was used without further purification (1.73 g, quantitive): LC/MS m/z 384 (M+H)+. Product: ClC=1C=C(C=C(C1OCCC1OC(OC1)C1=CC=C(C=C1)Cl)Cl)OCC=C(Cl)Cl (3,5-dichloro-1-(3,3-dichloro-2-propenyloxy)-4-[2-[2-(4-chlorophenyl)-1,3-dioxolan-4-yl]ethoxy]benzene). Procedure: To a mixture of 0.4 g of 2-[2-(4-chlorophenyl)-1,3-dioxolan-4-yl]ethanol, 0.46 g of triphenylphosphine and 6 ml of tetrahydrofuran was added dropwise 0.35 ml of diisopropyl azodicarboxylate, while stirring at room temperature. After further stirring for 15 minutes, a solution of 0.5 g of 4-(3,3-dichloro-2-propenyloxy)-2,6-dichlorophenol in 2 ml of tetrahydrofuran was added. After stirring continued at room temperature for 3 hours, the reaction mixture was concentrated, and the residue was subjec... Yield: 34.7%. Conditions: time 3 hour. Solvent: O1CCCC1 (tetrahydrofuran), O1CCCC1 (tetrahydrofuran). The reactants are ClC1=CC=C(C=C1)C1OCC(O1)CCO (2-[2-(4-chlorophenyl)-1,3-dioxolan-4-yl]ethanol), C1(=CC=CC=C1)P(C1=CC=CC=C1)C1=CC=CC=C1 (triphenylphosphine), N(=NC(=O)OC(C)C)C(=O)OC(C)C (diisopropyl azodicarboxylate), ClC(=CCOC1=CC(=C(C(=C1)Cl)O)Cl)Cl (4-(3,3-dichloro-2-propenyloxy)-2,6-dichlorophenol). As a reaction SMILES: [Cl:1][C:2]1[CH:7]=[CH:6][C:5]([CH:8]2[O:12][CH:11]([CH2:13][CH2:14][OH:15])[CH2:10][O:9]2)=[CH:4][CH:3]=1.C1(P(C2C=CC=CC=2)C2C=CC=CC=2)C=CC=CC=1.N(C(OC(C)C)=O)=NC(OC(C)C)=O.[Cl:49][C:50]([Cl:63])=[CH:51][CH2:52][O:53][C:54]1[CH:59]=[C:58]([Cl:60])[C:57](O)=[C:56]([Cl:62])[CH:55]=1>O1CCCC1>[Cl:60][C:58]1[CH:59]=[C:54]([O:53][CH2:52][CH:51]=[C:50]([Cl:63])[Cl:49])[CH:55]=[C:56]([Cl:62])[C:57]=1[O:15][CH2:14][CH2:13][CH:11]1[CH2:10][O:9][CH:8]([C:5]2[CH:4]=[CH:3][C:2]([Cl:1])=[CH:7][CH:6]=2)[O:12]1.